From a dataset of the Open Reaction Database (ORD), a public repository of structured organic reaction records. describe an organic reaction: reactants, conditions, products, and yield The reactants are O=C1CCC(=O)N1Br, ClC(Cl)(Cl)Cl, CCOC(=O)c1cnc2c(cnn2CC)c1OCC. Yields the product C=Cn1ncc2c(OCC)c(C(=O)OCC)cnc21. Reaction SMILES: [Br:20][N:21]1[C:22](=[O:23])[CH2:24][CH2:25][C:26]1=[O:27].[C:28]([Cl:29])([Cl:30])([Cl:31])[Cl:32].[CH2:1]([CH3:2])[n:3]1[n:4][cH:5][c:6]2[c:7]1[n:8][cH:9][c:10]([C:15](=[O:16])[O:17][CH2:18][CH3:19])[c:11]2[O:12][CH2:13][CH3:14]>>[CH:1](=[CH2:2])[n:3]1[n:4][cH:5][c:6]2[c:7]1[n:8][cH:9][c:10]([C:15](=[O:16])[O:17][CH2:18][CH3:19])[c:11]2[O:12][CH2:13][CH3:14]. Yields the product Cc1cc(Nc2cc(Cl)nc(S(C)(=O)=O)n2)[nH]n1. As a reaction SMILES: [C:17]([O-:18])(=[O:19])[OH:20].[CH3:22][OH:23].[Cl:1][c:2]1[cH:3][c:4]([NH:10][c:11]2[cH:12][c:13]([CH3:16])[n:14][nH:15]2)[n:5][c:6]([S:8][CH3:9])[n:7]1.[OH2:21]>>[Cl:1][c:2]1[cH:3][c:4]([NH:10][c:11]2[cH:12][c:13]([CH3:16])[n:14][nH:15]2)[n:5][c:6]([S:8]([CH3:9])(=[O:18])=[O:21])[n:7]1. Reactants: O=C([O-])O, CO, CSc1nc(Cl)cc(Nc2cc(C)n[nH]2)n1, O. Starting materials: C(C=C)OC=1C(=C(C=CC1)NC(C(C)(C)C)=O)S(/N=C/N(C)C)(=O)=O (N-(3-allyloxy-2-{[1-dimethylamino-meth-(E)-ylidene]-sulfamoyl}-phenyl)-2,2-dimethyl-propionamide). Reagents/catalysts: Cl (HCl). The solvent is C(C)O (ethanol). The product is EtOAc hexanes, C(C=C)OC=1C(=C(C=CC1)NC(C(C)(C)C)=O)S(N)(=O)=O (N-(3-allyloxy-2-sulfamoyl-phenyl)-2,2-dimethyl-propionamide). As a reaction SMILES: [CH2:1]([O:4][C:5]1[C:6]([S:18](=[O:25])(=[O:24])/[N:19]=C/N(C)C)=[C:7]([NH:11][C:12](=[O:17])[C:13]([CH3:16])([CH3:15])[CH3:14])[CH:8]=[CH:9][CH:10]=1)[CH:2]=[CH2:3]>C(O)C.Cl>[CH2:1]([O:4][C:5]1[C:6]([S:18](=[O:25])(=[O:24])[NH2:19])=[C:7]([NH:11][C:12](=[O:17])[C:13]([CH3:15])([CH3:16])[CH3:14])[CH:8]=[CH:9][CH:10]=1)[CH:2]=[CH2:3]. Reported procedure: A solution of N-(2-{[1-dimethylamino-meth-(E)-ylidene]-sulfamoyl}-3-hydroxy-phenyl)-2,2-dimethyl-propionamide (600 mg, 1.84 mmol) in DMF (4 ml) is treated at 70° C. with allyl bromide (217 μl, 2.57 mmol) and K2CO3 (380 mg) for 45 min with stirring. After evaporation of the solvent, the residue is partitioned between water and EtOAc. The organic layer is dried (Na2SO4) and evaporated yielding N-(3-allyloxy-2-{[1-dimethylamino-meth-(E)-ylidene]-sulfamoyl}-phenyl)-2,2-dimethyl-propionamide. A solut... The reactants are ClC1=NC2=CC=CC=C2N=C1OC(C(F)(F)F)C=1C=NC=CC1 (2-chloro-3-[2,2,2-trifluoro-1-(pyridin-3-yl)ethoxy]-quinoxaline), C([O-])([O-])=O.[K+].[K+] (potassium carbonate), CS(=O)C (dimethyl sulfoxide), C(#N)C1=C(C=CC=C1)S(=O)(=O)N (2-cyanobenzenesulfonamide). RXN SMILES: Cl[C:2]1[C:11]([O:12][CH:13]([C:18]2[CH:19]=[N:20][CH:21]=[CH:22][CH:23]=2)[C:14]([F:17])([F:16])[F:15])=[N:10][C:9]2[C:4](=[CH:5][CH:6]=[CH:7][CH:8]=2)[N:3]=1.CS(C)=O.[C:28]([C:30]1[CH:35]=[CH:34][CH:33]=[CH:32][C:31]=1[S:36]([NH2:39])(=[O:38])=[O:37])#[N:29].C(=O)([O-])[O-].[K+].[K+]>C(O)(=O)C>[C:28]([C:30]1[CH:35]=[CH:34][CH:33]=[CH:32][C:31]=1[S:36]([NH:39][C:2]1[C:11]([O:12][CH:13]([C:18]2[CH:19]=[N:20][CH:21]=[CH:22][CH:23]=2)[C:14]([F:17])([F:16])[F:15])=[N:10][C:9]2[C:4](=[CH:5][CH:6]=[CH:7][CH:8]=2)[N:3]=1)(=[O:38])=[O:37])#[N:29] |f:3.4.5|. Procedure details: According to Example 132, by use of 2-chloro-3-[2,2,2-trifluoro-1-(pyridin-3-yl)ethoxy]-quinoxaline (Compound BJ) (70 mg, 0.21 mmol), dimethyl sulfoxide (2 mL), 2-cyanobenzenesulfonamide (38 mg, 0.21 mmol) and potassium carbonate (28 mg, 0.21 mmol), the mixture was stirred and reacted at 150° C. for 1.5 hours. The reaction mixture was allowed to cool down to room temperature, a 1% aqueous acetic acid solution was added thereto, and extraction with ethyl acetate was performed. The organic layer w... Yield: 68.7%. The solvent is C(C)(=O)O (acetic acid). Product: C(#N)C1=C(C=CC=C1)S(=O)(=O)NC1=NC2=CC=CC=C2N=C1OC(C(F)(F)F)C=1C=NC=CC1 (2-cyano-N-{3-[2,2,2-trifluoro-1-(pyridin-3-yl)ethoxy]-quinoxalin-2-yl}benzenesulfonamide). Starting materials: CCN(C(C)C)C(C)C (DIPEA), ClC=1C=CC=2N(N1)C(=NN2)C(F)(F)F (6-chloro-3-(trifluoromethyl)-[1,2,4]triazolo[4,3-b]pyridazine), N1CCC(CC1)C1=CC=C(OCCCN2CCN(CC2)C(=O)OC(C)(C)C)C=C1 (tert-butyl 4-[3-[4-(piperidin-4-yl)phenoxy]propyl]piperazine-1-carboxylate). Run in CN(C)C=O (DMF). Run at temperature 80 celsius, time 2 hour. Yields the product FC(C1=NN=C2N1N=C(C=C2)N2CCC(CC2)C2=CC=C(OCCCN1CCN(CC1)C(=O)OC(C)(C)C)C=C2)(F)F (tert-butyl 4-[3-[4-[1-(3-(trifluoromethyl)-[1,2,4]triazolo[4,3-b]pyridazin-6-yl]piperidin-4-yl]phenoxy]propyl]piperazine-1-carboxylate). Isolated yield 85.6%. As a reaction SMILES: CCN(C(C)C)C(C)C.Cl[C:11]1[CH:12]=[CH:13][C:14]2[N:15]([C:17]([C:20]([F:23])([F:22])[F:21])=[N:18][N:19]=2)[N:16]=1.[NH:24]1[CH2:29][CH2:28][CH:27]([C:30]2[CH:52]=[CH:51][C:33]([O:34][CH2:35][CH2:36][CH2:37][N:38]3[CH2:43][CH2:42][N:41]([C:44]([O:46][C:47]([CH3:50])([CH3:49])[CH3:48])=[O:45])[CH2:40][CH2:39]3)=[CH:32][CH:31]=2)[CH2:26][CH2:25]1>CN(C=O)C>[F:21][C:20]([F:23])([F:22])[C:17]1[N:15]2[N:16]=[C:11]([N:24]3[CH2:29][CH2:28][CH:27]([C:30]4[CH:52]=[CH:51][C:33]([O:34][CH2:35][CH2:36][CH2:37][N:38]5[CH2:39][CH2:40][N:41]([C:44]([O:46][C:47]([CH3:48])([CH3:49])[CH3:50])=[O:45])[CH2:42][CH2:43]5)=[CH:32][CH:31]=4)[CH2:26][CH2:25]3)[CH:12]=[CH:13][C:14]2=[N:19][N:18]=1. Reported procedure: DIPEA (2.417 mL, 13.88 mmol) was added to 6-chloro-3-(trifluoromethyl)-[1,2,4]triazolo[4,3-b]pyridazine (obtained as described in Monatsh. Chem. 1972, 103, 1591) (2.059 g, 9.25 mmol) and tert-butyl 4-[3-[4-(piperidin-4-yl)phenoxy]propyl]piperazine-1-carboxylate (3.92 g, 9.71 mmol) in DMF (30 mL). The resulting solution was stirred at 80° C. for 2 hours. The reaction mixture was cooled to room temperature and evaporated to dryness. The resulting solid was triturated with water, then collected by ...